This data is from the Open Reaction Database (ORD), a public repository of structured organic reaction records. The task is: describe an organic reaction: reactants, conditions, products, and yield Starting materials: Cc1cc(C(=O)N2Cc3cnn(C)c3Nc3ccccc32)ccc1CNC(=O)N1CCN(C(=O)OC(C)(C)C)CC1, Cl, C1COCCO1. The product is Cl, Cc1cc(C(=O)N2Cc3cnn(C)c3Nc3ccccc32)ccc1CNC(=O)N1CCNCC1. Reaction SMILES: [C:1]([O:2][C:3](=[O:4])[N:8]1[CH2:9][CH2:10][N:11]([C:14](=[O:15])[NH:16][CH2:17][c:18]2[c:19]([CH3:41])[cH:20][c:21]([C:22](=[O:23])[N:24]3[CH2:25][c:26]4[c:27]([n:35]([CH3:38])[n:36][cH:37]4)[NH:28][c:29]4[c:30]3[cH:31][cH:32][cH:33][cH:34]4)[cH:39][cH:40]2)[CH2:12][CH2:13]1)([CH3:5])([CH3:6])[CH3:7].[ClH:42].[O:43]1[CH2:44][CH2:45][O:46][CH2:47][CH2:48]1>>[ClH:42].[NH:8]1[CH2:9][CH2:10][N:11]([C:14](=[O:15])[NH:16][CH2:17][c:18]2[c:19]([CH3:41])[cH:20][c:21]([C:22](=[O:23])[N:24]3[CH2:25][c:26]4[c:27]([n:35]([CH3:38])[n:36][cH:37]4)[NH:28][c:29]4[c:30]3[cH:31][cH:32][cH:33][cH:34]4)[cH:39][cH:40]2)[CH2:12][CH2:13]1. Starting materials: C(C)(C)(C)OC(=O)N1CCC(CC1)NC(=O)C1=NN(C(=C1C)C1=CC=C(C=C1)Cl)C1=C(C=C(C=C1)Cl)Cl (tert-Butyl-4-[5-(4-chlorophenyl)-1-(2,4-dichlorophenyl)-4-methyl-1H-pyrazole-3-amido]piperidine-1-carboxylate), FC(C(=O)O)(F)F (trifluoroacetic acid). Run in ClCCl (dichloromethane). The product is ClC1=CC=C(C=C1)C1=C(C(=NN1C1=C(C=C(C=C1)Cl)Cl)C(=O)NC1CCNCC1)C (5-(4-chlorophenyl)-1-(2,4-dichlorophenyl)-4-methyl-N-(piperidin-4-yl)-1H-pyrazole-3-carboxamide). Yield: 95.1%. Reaction SMILES: C(OC([N:8]1[CH2:13][CH2:12][CH:11]([NH:14][C:15]([C:17]2[C:21]([CH3:22])=[C:20]([C:23]3[CH:28]=[CH:27][C:26]([Cl:29])=[CH:25][CH:24]=3)[N:19]([C:30]3[CH:35]=[CH:34][C:33]([Cl:36])=[CH:32][C:31]=3[Cl:37])[N:18]=2)=[O:16])[CH2:10][CH2:9]1)=O)(C)(C)C.FC(F)(F)C(O)=O>ClCCl>[Cl:29][C:26]1[CH:27]=[CH:28][C:23]([C:20]2[N:19]([C:30]3[CH:35]=[CH:34][C:33]([Cl:36])=[CH:32][C:31]=3[Cl:37])[N:18]=[C:17]([C:15]([NH:14][CH:11]3[CH2:12][CH2:13][NH:8][CH2:9][CH2:10]3)=[O:16])[C:21]=2[CH3:22])=[CH:24][CH:25]=1. Procedure: tert-Butyl-4-[5-(4-chlorophenyl)-1-(2,4-dichlorophenyl)-4-methyl-1H-pyrazole-3-amido]piperidine-1-carboxylate (1 eq, 531 mg, 0.941 mmol) was stirred in dichloromethane (4 mL) and trifluoroacetic acid (1 mL) for 16 h. The reaction was concentrated in vacuo. The crude reaction material was then purified by silica gel column chromatography using 0-100% CMA 80/ethyl acetate to yield pure 5-(4-chlorophenyl)-1-(2,4-dichlorophenyl)-4-methyl-N-(piperidin-4-yl)-1H-pyrazole-3-carboxamide (415 mg, 95%). 1H... The reactants are CC1(OC2=C([C@@H]3[C@H]1O3)C=C(C=C2)C#N)C ((1aR-cis)-1a,7b-dihydro-2,2-dimethyl-2H-oxireno-[c][1]benzopyran-6-carbonitrile), C(#N)C=1C=CC2=C([C@@H]([C@H](C(O2)(C)C)O)N(C2=CC=CC=C2)CC(=O)OCC)C1 ((3R-trans)-[(6-Cyano-3,4-dihydro-3-hydroxy-2,2-dimethyl-2H-1-benzopyran-4-yl)phenylamino]acetic acid, ethyl ester), NCCC1=NC=CC=C1 (2-aminoethylpyridine). Product: N1=C(C=CC=C1)CCN[C@@H]1[C@H](C(OC2=C1C=C(C=C2)C#N)(C)C)O ((3R-trans)-4-[(2-Pyridinylethyl)amino]-3,4-dihydro-3-hydroxy-2,2-dimethyl-2H-l-benzopyran-6-carbonitrile). Reaction SMILES: [CH3:1][C:2]1([CH3:15])[C@@H:7]2[O:8][C@@H:6]2[C:5]2[CH:9]=[C:10]([C:13]#[N:14])[CH:11]=[CH:12][C:4]=2[O:3]1.[C:16]([C:18]1[CH:19]=[CH:20][C:21]2OC(C)(C)[C@H](O)[C@@H:23]([N:30](CC(OCC)=O)C3C=CC=CC=3)[C:22]=2C=1)#[N:17].NCCC1C=CC=CN=1>>[N:17]1[CH:16]=[CH:18][CH:19]=[CH:20][C:21]=1[CH2:22][CH2:23][NH:30][C@H:6]1[C:5]2[CH:9]=[C:10]([C:13]#[N:14])[CH:11]=[CH:12][C:4]=2[O:3][C:2]([CH3:15])([CH3:1])[C@@H:7]1[OH:8]. Procedure: A solution of (1aR-cis)-1a,7b-dihydro-2,2-dimethyl-2H-oxireno-[c][1]benzopyran-6-carbonitrile ((1.0 g, 5.0 mmol, the title A compound of Example 3) and 2-aminoethylpyridine (1.1 g, 9.0 mmol) was heated in a sealed tube at 75° C. for 18 hours. The reaction mixture was cooled to room temperature and purified by flash chromatography to afford an oil, which solidified upon standing (1.4 g, 87%). Reported procedure: Prepared from compound 1 and diphenylchloromethane as described for compound 8. Purified by chromatography (dichloromethane). Crystallized from methanol. M.p. 133°-135° C. Reaction SMILES: [CH3:1][O:2][C:3]1[CH:4]=[C:5]([C:11]2[C@H:20]3[C@H:15]([CH2:16][CH2:17][CH2:18][CH2:19]3)[C:14](=[O:21])[NH:13][N:12]=2)[CH:6]=[CH:7][C:8]=1[O:9][CH3:10].[C:22]1([CH:28]([C:30]2[CH:35]=[CH:34][CH:33]=[CH:32][CH:31]=2)Cl)[CH:27]=[CH:26][CH:25]=[CH:24][CH:23]=1.COC1C=C(C2[C@H]3[C@H](CCCC3)C(=O)N(C)N=2)C=CC=1OC>>[CH3:1][O:2][C:3]1[CH:4]=[C:5]([C:11]2[C@H:20]3[C@H:15]([CH2:16][CH2:17][CH2:18][CH2:19]3)[C:14](=[O:21])[N:13]([CH:28]([C:22]3[CH:27]=[CH:26][CH:25]=[CH:24][CH:23]=3)[C:30]3[CH:35]=[CH:34][CH:33]=[CH:32][CH:31]=3)[N:12]=2)[CH:6]=[CH:7][C:8]=1[O:9][CH3:10]. Reactants: COC=1C=C(C=CC1OC)C1=NNC([C@H]2CCCC[C@@H]12)=O ((cis)-4-(3,4-Dimethoxyphenyl)-4a,5,6,7,8,8a-hexahydro-2H-phthalazin-1-one), C1(=CC=CC=C1)C(Cl)C1=CC=CC=C1 (diphenylchloromethane), COC=1C=C(C=CC1OC)C1=NN(C([C@H]2CCCC[C@@H]12)=O)C ((cis)-4-(3,4-Dimethoxyphenyl)-2-methyl-4a,5,6,7,8,8a-hexahydro-2H-phthalazin-1-one). Yields the product COC=1C=C(C=CC1OC)C1=NN(C([C@H]2CCCC[C@@H]12)=O)C(C1=CC=CC=C1)C1=CC=CC=C1 ((cis)-4-(3,4-Dimethoxyphenyl)-2-diphenylmethyl-4a,5,6,7,8,8a-hexahydro-2H-phthalazin-1-one). RXN SMILES: [CH3:1][O:2][C:3]1[CH:4]=[C:5]([CH:7]=[C:8]([C:10]([F:13])([F:12])[F:11])[CH:9]=1)N.[I-:14].[K+]>>[CH3:1][O:2][C:3]1[CH:4]=[C:5]([I:14])[CH:7]=[C:8]([C:10]([F:13])([F:12])[F:11])[CH:9]=1 |f:1.2|. Yields the product COC=1C=C(C=C(C1)C(F)(F)F)I (3-methoxy-5-trifluoromethyliodobenzene). The reactants are COC=1C=C(N)C=C(C1)C(F)(F)F (3-methoxy-5-trifluoromethylaniline), [I-].[K+] (potassium iodide). Reported procedure: Using conventional procedures 3-methoxy-5-trifluoromethylaniline (J. Chem. Soc., 1951, 2013) was diazotised and reacted with potassium iodide to give 3-methoxy-5-trifluoromethyliodobenzene, as an oil. The product so obtained was reacted with boro tribromide using the conditions described in Note b. above to give 3-hydroxy-5-trifluoromethyliodobenzene in 95% yield, as an oil. The product so obtained was reacted with 2-bromomethylnaphthalene using the conditions described in Example 1 to give 3-(n... As a reaction SMILES: [Cl-].[Al+3].[Cl-].[Cl-].ClCl.[CH:7](=[O:14])[C:8]1[CH:13]=[CH:12][CH:11]=[CH:10][CH:9]=1.[Br:15]Br>ClCCCl>[Br:15][C:10]1[CH:9]=[C:8]([CH:13]=[CH:12][CH:11]=1)[CH:7]=[O:14] |f:0.1.2.3|. The yield is 149.2%. Starting materials: [Cl-].[Al+3].[Cl-].[Cl-] (aluminum chloride), BrBr (bromine), ClCl (chlorine), C(C1=CC=CC=C1)=O (benzaldehyde). The solvent is ClCCCl (1,2-dichloroethane). Yields the product BrC=1C=C(C=O)C=CC1 (3-bromobenzaldehyde). Reported procedure: Into a mixture of 1,2-dichloroethane (1,2-dichloroethane: 173.7 g, 1-bromo-2-chloroethane: 63.5 g, 1,2-dibromoethane: 2.2 g) and recovered from Example 1 with 98% aluminum chloride (0.365 mol, 88.6 g) was blown chlorine (0.25 mol, 17.8 g) at 25° C., and 97% benzaldehyde (0.50 mol, 54.6 g) was added over 1 hour at 40° C. After bromine (0.30 mol, 48.0 g) was added dropwise to this mixture over 2 hours at 40° C., the resulting mixture were stirred for 2 hours at that temperature. The post-treatment... Reaction conditions: time 2 hour. The reactants are C(C1=CC=CC=C1)N(CC(COC1=CC=C(C=C1)C1=NN(C(=N1)C(F)(F)F)C)O)CCOC1=CC(=C(C=C1)O)C(N)=O (1-[N-benzyl-[2-(3-carbamoyl-4-hydroxyphenoxy)-ethylamino]]-3-[4-(1-methyl-5-trifluoromethyl-1H-1,2,4-triazol-3-yl)-phenoxy]-2-propanol), [H][H] (hydrogen). Reagents/catalysts: [Pd] (palladium-on-carbon). Solvent: CO (methanol). Yields the product C(N)(=O)C=1C=C(OCCNCC(COC2=CC=C(C=C2)C2=NN(C(=N2)C(F)(F)F)C)O)C=CC1O (1-[2-(3-carbamoyl-4-hydroxyphenoxy)-ethylamino]-3-[4-(1-methyl-5-(trifluoromethyl)-1H-1,2,4-triazol-3-yl)-phenoxy]-2-propanol). As a reaction SMILES: C([N:8]([CH2:30][CH2:31][O:32][C:33]1[CH:38]=[CH:37][C:36]([OH:39])=[C:35]([C:40](=[O:42])[NH2:41])[CH:34]=1)[CH2:9][CH:10]([OH:29])[CH2:11][O:12][C:13]1[CH:18]=[CH:17][C:16]([C:19]2[N:23]=[C:22]([C:24]([F:27])([F:26])[F:25])[N:21]([CH3:28])[N:20]=2)=[CH:15][CH:14]=1)C1C=CC=CC=1.[H][H]>[Pd].CO>[C:40]([C:35]1[CH:34]=[C:33]([CH:38]=[CH:37][C:36]=1[OH:39])[O:32][CH2:31][CH2:30][NH:8][CH2:9][CH:10]([OH:29])[CH2:11][O:12][C:13]1[CH:14]=[CH:15][C:16]([C:19]2[N:23]=[C:22]([C:24]([F:27])([F:26])[F:25])[N:21]([CH3:28])[N:20]=2)=[CH:17][CH:18]=1)(=[O:42])[NH2:41]. Procedure details: After the addition of 2 g of palladium-on-carbon catalyst (5%), a solution of 22 g of crude 1-[N-benzyl-[2-(3-carbamoyl-4-hydroxyphenoxy)-ethylamino]]-3-[4-(1-methyl-5-trifluoromethyl-1H-1,2,4-triazol-3-yl)-phenoxy]-2-propanol in 320 ml of methanol is hydrogenated under normal conditions until the calculated quantity of hydrogen has been absorbed (3 hours). The product, which has partly crystallised out, is made into a solution by the addition of 1000 ml of dioxan and heating, the catalyst is fi...